Dataset: the Open Reaction Database (ORD), a public repository of structured organic reaction records. Task: describe an organic reaction: reactants, conditions, products, and yield Reactants: ClC(=O)OCC1=CC=CC=C1 (benzyl chloroformate), Br.NC(C)C1=CC=C(C=C1)O (4-(1-amino-ethyl)-phenol hydrobromide), C1CCOC1 (THF), C(=O)(O)[O-].[Na+] (NaHCO3). Solvent: O (H2O). Run at time 3 hour. Yields the product OC1=CC=C(C=C1)[C@H](C)NC(OCC1=CC=CC=C1)=O ((S)-Benzyl 1-(4-hydroxyphenyl)ethylcarbamate). Reaction SMILES: Br.[NH2:2][CH:3]([C:5]1[CH:10]=[CH:9][C:8]([OH:11])=[CH:7][CH:6]=1)[CH3:4].C1COCC1.C([O-])(O)=O.[Na+].Cl[C:23]([O:25][CH2:26][C:27]1[CH:32]=[CH:31][CH:30]=[CH:29][CH:28]=1)=[O:24]>O>[OH:11][C:8]1[CH:9]=[CH:10][C:5]([C@@H:3]([NH:2][C:23](=[O:24])[O:25][CH2:26][C:27]2[CH:32]=[CH:31][CH:30]=[CH:29][CH:28]=2)[CH3:4])=[CH:6][CH:7]=1 |f:0.1,3.4|. Reported procedure: 5.00 g (22.9 mmol) 4-(1-amino-ethyl)-phenol hydrobromide are added to 10 mL THF and 10 mL H2O before 13.5 g (160 mmol) NaHCO3 are added. Then 3.60 mL (25.2 mmol) benzyl chloroformate are added dropwise and the reaction mixture is stirred at r.t. for 3 h. Afterwards the reaction mixture is quenched by the addition of water and is set to a gentle acidic pH value using citric acid (10% in water). Then the product is extracted with EtOAc, the combined organic layers are dried over MgSO4, filtered an... Starting materials: CCOC(=O)C(CCc1ccccc1)C(=O)OCC, CCO, [K+], [OH-]. As a reaction SMILES: [CH2:1]([CH2:2][c:3]1[cH:4][cH:5][cH:6][cH:7][cH:8]1)[CH:9]([C:10](=[O:11])[O:12][CH2:13][CH3:14])[C:15]([O:16][CH2:17][CH3:18])=[O:19].[CH3:22][CH2:23][OH:24].[K+:21].[OH-:20]>>[CH2:1]([CH2:2][c:3]1[cH:4][cH:5][cH:6][cH:7][cH:8]1)[C:9]([C:10](=[O:11])[O:12][CH2:13][CH3:14])=[CH2:15]. Product: C=C(CCc1ccccc1)C(=O)OCC. Starting materials: P12(=S)SP3(=S)SP(=S)(S1)SP(=S)(S2)S3 (phosphorus pentasulfide), N1=CC(=CC=C1)NC(COC1=C(C=C(C=C1Cl)Cl)Cl)=O (N-3-pyridyl-2,4,6-trichlorophenoxyacetamide), P12(=S)SP3(=S)SP(=S)(S1)SP(=S)(S2)S3 (phosphorus pentasulfide). The solvent is C1(=CC=CC=C1)C (toluene). Reaction conditions: time 16 hour. Product: N1=CC(=CC=C1)NC(COC1=C(C=C(C=C1Cl)Cl)Cl)=S (N-3-pyridyl-2,4,6-trichlorophenoxythioacetamide). Reaction SMILES: [N:1]1[CH:6]=[CH:5][CH:4]=[C:3]([NH:7][C:8](=O)[CH2:9][O:10][C:11]2[C:16]([Cl:17])=[CH:15][C:14]([Cl:18])=[CH:13][C:12]=2[Cl:19])[CH:2]=1.P12(SP3(SP(SP(S3)(S1)=S)(=S)S2)=S)=[S:22]>C1(C)C=CC=CC=1>[N:1]1[CH:6]=[CH:5][CH:4]=[C:3]([NH:7][C:8](=[S:22])[CH2:9][O:10][C:11]2[C:16]([Cl:17])=[CH:15][C:14]([Cl:18])=[CH:13][C:12]=2[Cl:19])[CH:2]=1. Reported procedure: N-3-pyridyl-2,4,6-trichlorophenoxyacetamide, 33.4 gm, is added to 200 ml of toluene. 22.2 gm of phosphorus pentasulfide (P2S5) is then added to the system. The system is exposed to microwave radiation throughout in order to aid in the dispersion of the phosphorus pentasulfide. The reaction is stirred for 16 hours at ambient temperature. The reaction is then stopped and the solution filtered. The toluene is removed by stripping to give the title compound. The reactants are [Cl-].[Na+] (sodium chloride), [OH-].[Na+] (sodium hydroxide), N1CCCC1 (pyrrolidine), O (water), O1C2CC3=CC=CC=C3C21 (2,3-epoxy-indane), O (water). The solvent is CCOCC (ether). Conditions: temperature 65 celsius, time 90 minute. Yields the product N1(CCCC1)[C@H]1[C@@H](CC2=CC=CC=C12)O (trans (±) 2,3-dihydro-1-(pyrrolidin-1-yl)-1H-inden-2-ol). Reaction SMILES: [NH:1]1[CH2:5][CH2:4][CH2:3][CH2:2]1.O.[Cl-].[Na+].[OH-].[Na+].[O:11]1[CH:20]2[CH:12]1[CH2:13][C:14]1[C:19]2=[CH:18][CH:17]=[CH:16][CH:15]=1>CCOCC>[N:1]1([C@@H:13]2[C:14]3[C:19](=[CH:18][CH:17]=[CH:16][CH:15]=3)[CH2:20][C@H:12]2[OH:11])[CH2:5][CH2:4][CH2:3][CH2:2]1 |f:2.3,4.5|. Reported procedure: A solution of 10.8 ml of pyrrolidine in 6.75 g of 2,3-epoxy-indane [described by Mousseron et al., Bull. de Soc. Chim. de France, 1946, p. 629-630] was slowly added to 10.8 ml of demineralized water and after increasing the temperature to 65° C., the mixture was stirred for 90 minutes at 65° C. 20 ml of demineralized water were then added and excess pyrrolidine was distilled off at reduced pressure to obtain an oil phase and an aqueous phase. The aqueouse phase was saturated with sodium chloride... The reactants are C1CCOC1, O=C(Nc1ccc(CC(NC(=O)C2NCC3CCCCC32)C(=O)O)cc1)c1c(Cl)cncc1Cl, CCN(C(C)C)C(C)C, ClCCl, Cc1cccc(S(=O)(=O)Cl)c1. The product is Cc1cccc(S(=O)(=O)N2CC3CCCCC3C2C(=O)NC(Cc2ccc(NC(=O)c3c(Cl)cncc3Cl)cc2)C(=O)O)c1. RXN SMILES: [CH2:58]1[O:59][CH2:60][CH2:61][CH2:62]1.[CH:1]1([C:10](=[O:11])[NH:12][CH:13]([CH2:14][c:15]2[cH:16][cH:17][c:18]([NH:21][C:22]([c:23]3[c:24]([Cl:30])[cH:25][n:26][cH:27][c:28]3[Cl:29])=[O:31])[cH:19][cH:20]2)[C:32](=[O:33])[OH:34])[NH:2][CH2:3][CH:4]2[CH2:5][CH2:6][CH2:7][CH2:8][CH:9]12.[CH:46]([N:47]([CH2:48][CH3:49])[CH:50]([CH3:51])[CH3:52])([CH3:53])[CH3:54].[Cl:55][CH2:56][Cl:57].[c:35]1([CH3:45])[cH:36][c:37]([S:41](=[O:42])(=[O:43])[Cl:44])[cH:38][cH:39][cH:40]1>>[CH:1]1([C:10](=[O:11])[NH:12][CH:13]([CH2:14][c:15]2[cH:16][cH:17][c:18]([NH:21][C:22]([c:23]3[c:24]([Cl:30])[cH:25][n:26][cH:27][c:28]3[Cl:29])=[O:31])[cH:19][cH:20]2)[C:32](=[O:33])[OH:34])[N:2]([S:41]([c:37]2[cH:36][c:35]([CH3:45])[cH:40][cH:39][cH:38]2)(=[O:42])=[O:43])[CH2:3][CH:4]2[CH2:5][CH2:6][CH2:7][CH2:8][CH:9]12.